describe an organic reaction: reactants, conditions, products, and yield From a dataset of the Open Reaction Database (ORD), a public repository of structured organic reaction records. Reactants: OCc1ccc(OCCCl)cc1, C1COCCO1, O=S(Br)Br. The product is ClCCOc1ccc(CBr)cc1. Reaction SMILES: [Cl:1][CH2:2][CH2:3][O:4][c:5]1[cH:6][cH:7][c:8]([CH2:9][OH:10])[cH:11][cH:12]1.[O:17]1[CH2:18][CH2:19][O:20][CH2:21][CH2:22]1.[S:13]([Br:14])([Br:15])=[O:16]>>[Cl:1][CH2:2][CH2:3][O:4][c:5]1[cH:6][cH:7][c:8]([CH2:9][Br:15])[cH:11][cH:12]1. The reactants are C(#N)CC=1C=C(C#N)C=CC1I (3-cyanomethyl-4-iodo-benzonitrile), C(C)(C)[Mg]Cl (isopropylmagnesium chloride), [Cu]C#N (copper (I) cyanide), [Cl-].[Li+] (lithium chloride), C=1N=CN2C1C(CCC2)=O (6,7-dihydro-5H-imidazo[1,5-a]pyridine-8-one), [Cl-].[Li+] (lithium chloride), [Mg] (magnesium), [Cl-].[Li+] (lithium chloride), C(C)(C)Cl (isopropyl chloride). Solvent: O1CCCC1 (tetrahydrofuran), C1CCOC1 (THF). Run at temperature -15 celsius, time 15 minute. Product: C(#N)CC=1C=C(C#N)C=CC1C1(C=2N(CCC1)C=NC2)O (3-Cyanomethyl-4-(8-hydroxy-5,6,7,8-tetrahydro-imidazo[1,5-a]pyridin-8-yl)-benzonitrile). As a reaction SMILES: C([Mg]Cl)(C)C.[Cl-].[Li+].[Mg].C(Cl)(C)C.[C:13]([CH2:15][C:16]1[CH:17]=[C:18]([CH:21]=[CH:22][C:23]=1I)[C:19]#[N:20])#[N:14].[Cu]C#N.[CH:28]1[N:29]=[CH:30][N:31]2[CH2:36][CH2:35][CH2:34][C:33](=[O:37])[C:32]=12>O1CCCC1>[C:13]([CH2:15][C:16]1[CH:17]=[C:18]([CH:21]=[CH:22][C:23]=1[C:33]1([OH:37])[CH2:34][CH2:35][CH2:36][N:31]2[CH:30]=[N:29][CH:28]=[C:32]12)[C:19]#[N:20])#[N:14] |f:1.2|. Procedure: In a dried flask under Ar atmosphere are placed 1.05 mmol of isopropylmagnesium chloride.lithium chloride in tetrahydrofuran solution (prepared from magnesium, dry lithium chloride and isopropyl chloride in THF according to A. Krasovskiy and P. Knochel; Angewandte Chemie International Edition 2004, 43, 3333-3336). The solution is cooled to −15° C. and 1 mmol of 3-cyanomethyl-4-iodo-benzonitrile is added in one portion. The reaction mixture is stirred for 15 minutes at −10° C. and 0.02 ml of a co... The reactants are C1COCCO1, Clc1cc(-c2ccccc2)nc(Cl)n1, NN, O. Yields the product NNc1cc(-c2ccccc2)nc(Cl)n1. Reaction SMILES: [CH2:18]1[O:19][CH2:20][CH2:21][O:22][CH2:23]1.[Cl:1][c:2]1[n:3][c:4](-[c:9]2[cH:10][cH:11][cH:12][cH:13][cH:14]2)[cH:5][c:6]([Cl:8])[n:7]1.[NH2:16][NH2:17].[OH2:15]>>[Cl:1][c:2]1[n:3][c:4](-[c:9]2[cH:10][cH:11][cH:12][cH:13][cH:14]2)[cH:5][c:6]([NH:16][NH2:17])[n:7]1. The reactants are CCOC(=O)c1ccc(CP(=O)(OCC)OCC)cc1, CC(=O)c1ccc2c(c1)OCCC2(C)C, CS(C)=O, Cl, [H-], [Na+]. The product is CCOC(=O)c1ccc(C=C(C)c2ccc3c(c2)OCCC3(C)C)cc1. As a reaction SMILES: [C:3](=[O:4])([O:5][CH2:6][CH3:7])[c:8]1[cH:9][cH:10][c:11]([CH2:12][P:13](=[O:14])([O:15][CH2:16][CH3:17])[O:18][CH2:19][CH3:20])[cH:21][cH:22]1.[CH3:23][C:24]1([CH3:37])[CH2:25][CH2:26][O:27][c:28]2[c:29]1[cH:30][cH:31][c:32]([C:34]([CH3:35])=[O:36])[cH:33]2.[CH3:39][S:40](=[O:41])[CH3:42].[ClH:38].[H-:1].[Na+:2]>>[C:3](=[O:4])([O:5][CH2:6][CH3:7])[c:8]1[cH:9][cH:10][c:11]([CH:12]=[C:34]([c:32]2[cH:31][cH:30][c:29]3[c:28]([cH:33]2)[O:27][CH2:26][CH2:25][C:24]3([CH3:23])[CH3:37])[CH3:35])[cH:21][cH:22]1.